Dataset: the Open Reaction Database (ORD), a public repository of structured organic reaction records. Task: describe an organic reaction: reactants, conditions, products, and yield The reactants are C=CCOC(=O)N1CC(SC(c2ccccc2)(c2ccccc2)c2ccccc2)CC1C=CC(N)=O, CC[SiH](CC)CC, ClCCl, O=C(O)C(F)(F)F. Product: C=CCOC(=O)N1CC(S)CC1C=CC(N)=O. As a reaction SMILES: [CH2:1]([CH:2]=[CH2:3])[O:4][C:5](=[O:6])[N:7]1[CH:8]([CH:32]=[CH:33][C:34](=[O:35])[NH2:36])[CH2:9][CH:10]([S:12][C:13]([c:14]2[cH:15][cH:16][cH:17][cH:18][cH:19]2)([c:20]2[cH:21][cH:22][cH:23][cH:24][cH:25]2)[c:26]2[cH:27][cH:28][cH:29][cH:30][cH:31]2)[CH2:11]1.[CH2:44]([SiH:45]([CH2:46][CH3:47])[CH2:48][CH3:49])[CH3:50].[CH2:51]([Cl:52])[Cl:53].[OH:37][C:38]([C:39]([F:40])([F:41])[F:42])=[O:43]>>[CH2:1]([CH:2]=[CH2:3])[O:4][C:5](=[O:6])[N:7]1[CH:8]([CH:32]=[CH:33][C:34](=[O:35])[NH2:36])[CH2:9][CH:10]([SH:12])[CH2:11]1. The reactants are COC1=C(C=CC(=C1)OC)CN(C)CC1=CNC(=C1F)C=1C(=NC=CC1)F (1-(2,4-dimethoxyphenyl)-N-{[4-fluoro-5-(2-fluoropyridin-3-yl)-1H-pyrrol-3-yl]methyl}-N-methylmethanamine), N1=CC(=CC=C1)S(=O)(=O)Cl (pyridine-3-sulfonyl chloride), [H-].[Na+] (sodium hydride), ice water, C1COCCOCCOCCOCCO1 (15-crown-5). Run in O1CCCC1 (tetrahydrofuran), O1CCCC1 (tetrahydrofuran). Reaction conditions: time 10 minute. Yields the product COC1=C(C=CC(=C1)OC)CN(C)CC1=CN(C(=C1F)C=1C(=NC=CC1)F)S(=O)(=O)C=1C=NC=CC1 (1-(2,4-dimethoxyphenyl)-N-{[4-fluoro-5-(2-fluoropyridin-3-yl)-1-(pyridin-3-ylsulfonyl)-1H-pyrrol-3-yl]methyl}-N-methylmethanamine). The yield is 68.5%. As a reaction SMILES: [H-].[Na+].[CH3:3][O:4][C:5]1[CH:10]=[C:9]([O:11][CH3:12])[CH:8]=[CH:7][C:6]=1[CH2:13][N:14]([CH2:16][C:17]1[C:21]([F:22])=[C:20]([C:23]2[C:24]([F:29])=[N:25][CH:26]=[CH:27][CH:28]=2)[NH:19][CH:18]=1)[CH3:15].C1OCCOCCOCCOCCOC1.[N:45]1[CH:50]=[CH:49][CH:48]=[C:47]([S:51](Cl)(=[O:53])=[O:52])[CH:46]=1>O1CCCC1>[CH3:3][O:4][C:5]1[CH:10]=[C:9]([O:11][CH3:12])[CH:8]=[CH:7][C:6]=1[CH2:13][N:14]([CH2:16][C:17]1[C:21]([F:22])=[C:20]([C:23]2[C:24]([F:29])=[N:25][CH:26]=[CH:27][CH:28]=2)[N:19]([S:51]([C:47]2[CH:46]=[N:45][CH:50]=[CH:49][CH:48]=2)(=[O:53])=[O:52])[CH:18]=1)[CH3:15] |f:0.1|. Reported procedure: To a suspension of sodium hydride (60% in oil, 1.57 g) in tetrahydrofuran (100 mL) was added dropwise a solution of 1-(2,4-dimethoxyphenyl)-N-{[4-fluoro-5-(2-fluoropyridin-3-yl)-1H-pyrrol-3-yl]methyl}-N-methylmethanamine (9.8 g) in tetrahydrofuran (30 mL) under ice-cooling. The reaction mixture was stirred at the same temperature for 10 min, and 15-crown-5 (8.66 g) was added dropwise. After further stirring for 10 min, pyridine-3-sulfonyl chloride (6.98 g) was added dropwise. After stirring for ... Reactants: O=C=Nc1cccc(C(F)(F)F)c1, CC(C)(C)OC(=O)C=Cc1ncccc1N=P(c1ccccc1)(c1ccccc1)c1ccccc1. Product: CC(C)(C)OC(=O)C=Cc1ncccc1N=C=Nc1cccc(C(F)(F)F)c1. As a reaction SMILES: [F:36][C:37]([c:38]1[cH:39][c:40]([N:44]=[C:45]=[O:46])[cH:41][cH:42][cH:43]1)([F:47])[F:48].[c:1]1([P:2]([c:3]2[cH:4][cH:5][cH:6][cH:7][cH:8]2)([c:9]2[cH:10][cH:11][cH:12][cH:13][cH:14]2)=[N:20][c:21]2[c:22]([CH:27]=[CH:28][C:29](=[O:30])[O:31][C:32]([CH3:33])([CH3:34])[CH3:35])[n:23][cH:24][cH:25][cH:26]2)[cH:15][cH:16][cH:17][cH:18][cH:19]1>>[N:20]([c:21]1[c:22]([CH:27]=[CH:28][C:29](=[O:30])[O:31][C:32]([CH3:33])([CH3:34])[CH3:35])[n:23][cH:24][cH:25][cH:26]1)=[C:45]=[N:44][c:40]1[cH:39][c:38]([C:37]([F:36])([F:47])[F:48])[cH:43][cH:42][cH:41]1. Starting materials: FC=1C=C(C=C(C1)F)C1=C(NC2=CC=C(C=C2C1=O)F)[C@H](C)N1C(C2=CC=CC=C2C1=O)=O ((S)-2-(1-(3-(3,5-difluorophenyl)-6-fluoro-4-oxo-1,4-dihydroquinolin-2-yl)ethyl)-isoindoline-1,3-dione), NC1=NC=NC(=C1C#N)NC(C)C=1N(C2=CC=C(C=C2C(C1C1=CC(=CC(=C1)F)F)=O)F)C (4-amino-6-(1-(3-(3,5-difluorophenyl)-6-fluoro-1-methyl-4-oxo-1,4-dihydroquinolin-2-yl)-ethylamino)pyrimidine-5-carbonitrile). Yields the product NC1=NC=NC(=C1C#N)N[C@@H](C)C=1NC2=CC=C(C=C2C(C1C1=CC(=CC(=C1)F)F)=O)F (4-amino-6-(((1S)-1-(3-(3,5-difluorophenyl)-6-fluoro-4-oxo-1,4-dihydro-2-quinolinyl)ethyl)amino)-5-pyrimidinecarbonitrile). As a reaction SMILES: FC1C=C(C2C(=O)C3C(=CC=C(F)C=3)NC=2[C@@H](N2C(=O)C3C(=CC=CC=3)C2=O)C)C=C(F)C=1.[NH2:34][C:35]1[C:40]([C:41]#[N:42])=[C:39]([NH:43][CH:44]([C:46]2[N:47](C)[C:48]3[C:53]([C:54](=[O:64])[C:55]=2[C:56]2[CH:61]=[C:60]([F:62])[CH:59]=[C:58]([F:63])[CH:57]=2)=[CH:52][C:51]([F:65])=[CH:50][CH:49]=3)[CH3:45])[N:38]=[CH:37][N:36]=1>>[NH2:34][C:35]1[C:40]([C:41]#[N:42])=[C:39]([NH:43][C@H:44]([C:46]2[NH:47][C:48]3[C:53]([C:54](=[O:64])[C:55]=2[C:56]2[CH:61]=[C:60]([F:62])[CH:59]=[C:58]([F:63])[CH:57]=2)=[CH:52][C:51]([F:65])=[CH:50][CH:49]=3)[CH3:45])[N:38]=[CH:37][N:36]=1. Reported procedure: 4-amino-6-(((1S)-1-(3-(3,5-difluorophenyl)-6-fluoro-4-oxo-1,4-dihydro-2-quinolinyl)ethyl)amino)-5-pyrimidinecarbonitrile was synthesized from (S)-2-(1-(3-(3,5-difluorophenyl)-6-fluoro-4-oxo-1,4-dihydroquinolin-2-yl)ethyl)-isoindoline-1,3-dione in a similar manner as the above compound 4-amino-6-(1-(3-(3,5-difluorophenyl)-6-fluoro-1-methyl-4-oxo-1,4-dihydroquinolin-2-yl)-ethylamino)pyrimidine-5-carbonitrile. 1H-NMR (400 Hz, DMSO-d6) δ 11.50 (s, 1H), 7.97 (s, 1H), 7.69-7.73 (m, 2H), 7.59 (td, J=8....